Dataset: the Open Reaction Database (ORD), a public repository of structured organic reaction records. Task: describe an organic reaction: reactants, conditions, products, and yield The reactants are BrC1=NC=C(C=C1)C=C(C)C (2-bromo-5-(2-methylprop-1-en-1-yl)pyridine), O1CCCC1.C(CCC)[Mg]Cl (butylmagnesium chloride tetrahydrofuran), CCCCCC.C(CCC)[Li] (n-butyllithium hexane), [Cl-].[NH4+] (ammonium chloride). Solvent: O1CCCC1 (tetrahydrofuran), CN(C=O)C (N,N-dimethylformamide), O1CCCC1 (tetrahydrofuran). Run at temperature -10 celsius, time 10 minute. The product is CC(=CC=1C=CC(=NC1)C=O)C (5-(2-methylprop-1-en-1-yl)pyridine-2-carbaldehyde). The yield is 83.0%. As a reaction SMILES: [O:1]1[CH2:5][CH2:4][CH2:3][CH2:2]1.C([Mg]Cl)CCC.CCCCCC.C([Li])CCC.Br[C:24]1[CH:29]=[CH:28][C:27]([CH:30]=C(C)C)=[CH:26][N:25]=1.[Cl-].[NH4+]>O1CCCC1.CN(C)C=O>[CH3:26][C:27]([CH3:30])=[CH:28][C:29]1[CH:5]=[CH:4][C:3]([CH:2]=[O:1])=[N:25][CH:24]=1 |f:0.1,2.3,5.6|. Procedure details: Under a nitrogen atmosphere, a 2.0M butylmagnesium chloride tetrahydrofuran solution (11.2 mL) was diluted with tetrahydrofuran (200 mL). The reaction solution was cooled to −10° C., a 1.6M n-butyllithium hexane solution (28.1 mL) was added dropwise, and the mixture was stirred at −10° C. for 10 min. To the reaction solution was added dropwise a solution (50 mL) of 2-bromo-5-(2-methylprop-1-en-1-yl)pyridine (11.9 g) in tetrahydrofuran, and the mixture was stirred at −10° C. for 30 min. To the re... The reactants are FC1=C(C=CC(=C1)F)[C@](COC(C)=O)(COS(=O)(=O)C)O ((S)-2-(2,4-difluorophenyl)-1-acetoxy-3-methanesulfonyloxy-2-propanol), aqueous solution, [OH-].[K+] (potassium hydroxide). Run in C1(=CC=CC=C1)C (toluene). Reaction conditions: time 12 hour. Product: FC1=C(C=CC(=C1)F)[C@]1(CO)CO1 ((S)-2-(2,4-difluorophenyl)-2,3-epoxy-1-propanol). Yield: 73.2%. RXN SMILES: [F:1][C:2]1[CH:7]=[C:6]([F:8])[CH:5]=[CH:4][C:3]=1[C@@:9]([OH:21])([CH2:15][O:16]S(C)(=O)=O)[CH2:10]OC(=O)C.[OH-].[K+]>C1(C)C=CC=CC=1>[F:1][C:2]1[CH:7]=[C:6]([F:8])[CH:5]=[CH:4][C:3]=1[C@:9]1([O:21][CH2:10]1)[CH2:15][OH:16] |f:1.2|. Procedure: In 250 ml of toluene was dissolved 50 g of (S)-2-(2,4-difluorophenyl)-1-acetoxy-3-methanesulfonyloxy-2-propanol and thereto was added 250 ml of 20% aqueous solution of potassium hydroxide and then the resulting liquid was stirred at room temperature for 12 hours. A toluene-layer was separated and the aqueous layer was extracted three times with 100 ml of ethyl acetate. The organic layers were combined and dried over anhydrous sodium sulfate and the solvent was removed. The residue was purified b... Starting materials: N1(CCNCC1)CC1=CC=C(C=C1)CNC(C)=O (N-(4-((piperazin-1-yl)methyl)phenylmethyl)acetamide), ClC1=NC=CC(=N1)N(C)C (2-chloro-4-(N,N-dimethylamino)pyrimidine). The product is CN(C)C1=NC(=NC=C1)N1CCN(CC1)CC1=CC=C(C=C1)CNC(C)=O (N-(4-((4-(4-(N,N-Dimethylamino)pyrimidin-2-yl)piperazin-1-yl)methyl)phenylmethyl)acetamide). RXN SMILES: [N:1]1([CH2:7][C:8]2[CH:13]=[CH:12][C:11]([CH2:14][NH:15][C:16](=[O:18])[CH3:17])=[CH:10][CH:9]=2)[CH2:6][CH2:5][NH:4][CH2:3][CH2:2]1.Cl[C:20]1[N:25]=[C:24]([N:26]([CH3:28])[CH3:27])[CH:23]=[CH:22][N:21]=1>>[CH3:27][N:26]([C:24]1[CH:23]=[CH:22][N:21]=[C:20]([N:4]2[CH2:5][CH2:6][N:1]([CH2:7][C:8]3[CH:9]=[CH:10][C:11]([CH2:14][NH:15][C:16](=[O:18])[CH3:17])=[CH:12][CH:13]=3)[CH2:2][CH2:3]2)[N:25]=1)[CH3:28]. Procedure details: By similar reaction and treatment to that in Example 1(5) using N-(4-((piperazin-1-yl)methyl)phenylmethyl)acetamide obtained in Example 78(2) instead of N-(4-chloromethylphenylmethyl)acetamide and 2-chloro-4-(N,N-dimethylamino)pyrimidine instead of phenylpiperazine, the title compound was obtained as white crystals, m.p.=152-155° C. Starting materials: ClC=1C=C(C=CC1Cl)C(F)(F)F (3,4-dichlorobenzotrifluoride), O.NN (hydrazine hydrate). Run in N1=CC=CC=C1 (pyridine). Run at temperature 150 celsius. The product is ClC1=C(C=CC(=C1)C(F)(F)F)NN (2-chloro-4-trifluoromethylphenylhydrazine), ClC1=C(C=C(C=C1)C(F)(F)F)NN (2-chloro-5-trifluoromethylphenylhydrazine), mixture. Reaction SMILES: [Cl:1][C:2]1[CH:3]=[C:4]([C:9]([F:12])([F:11])[F:10])[CH:5]=[CH:6][C:7]=1[Cl:8].O.[NH2:14][NH2:15]>N1C=CC=CC=1>[Cl:1][C:2]1[CH:3]=[C:4]([C:9]([F:12])([F:11])[F:10])[CH:5]=[CH:6][C:7]=1[NH:14][NH2:15].[Cl:8][C:7]1[CH:6]=[CH:5][C:4]([C:9]([F:12])([F:11])[F:10])=[CH:3][C:2]=1[NH:14][NH2:15] |f:1.2|. Procedure: A mixture of 3,4-dichlorobenzotrifluoride (48 g), hydrazine hydrate (65 g) and pyridine (240 g) was stirred and heated at 150° C. for 6 hours in an autoclave at a pressure of 4 bar. The cooled mixture was quenched with sodium hydroxide solution and the organic layer evaporated in vacuo. The residue was dissolved in diethyl ether, washed (water) and the ether evaporated to give 2-chloro-4-trifluoromethylphenylhydrazine and 2-chloro-5-trifluoromethylphenylhydrazine as a 95/5 mixture (36 g),